The task is: describe an organic reaction: reactants, conditions, products, and yield. This data is from the Open Reaction Database (ORD), a public repository of structured organic reaction records. Reactants: ClCC(=O)NC1=C2CC(NC2=CC=C1)=O (2-Chloro-N-(2-oxo-2,3-dihydro-1H-indol-4-yl)acetamide), C12CNCC(CC1)N2C(=O)[O-] (3,8-diazabicyclo[3.2.1]octane-8-carboxylate). Product: O=C1NC2=CC=CC(=C2C1)NC(=O)CN1CC2CCC(C1)N2C(=O)OC(C)(C)C (3-[(2-Oxo-2,3-dihydro-1H-indol-4ylcarbamoyl)-methyl]-3,8-diazabicyclo[3.2.1]octane-8-carboxylic acid, 1,1-dimethylethyl ester). RXN SMILES: Cl[CH2:2][C:3]([NH:5][C:6]1[CH:14]=[CH:13][CH:12]=[C:11]2[C:7]=1[CH2:8][C:9](=[O:15])[NH:10]2)=[O:4].[CH:16]12[N:23]([C:24]([O-:26])=[O:25])[CH:20]([CH2:21][CH2:22]1)[CH2:19][NH:18][CH2:17]2>>[O:15]=[C:9]1[CH2:8][C:7]2[C:11](=[CH:12][CH:13]=[CH:14][C:6]=2[NH:5][C:3]([CH2:2][N:18]2[CH2:19][CH:20]3[N:23]([C:24]([O:26][C:7]([CH3:11])([CH3:8])[CH3:6])=[O:25])[CH:16]([CH2:22][CH2:21]3)[CH2:17]2)=[O:4])[NH:10]1. Procedure: The subtitle compound was prepared from the product of step (i) (0.24 g) and 1,1-dimethyl, 3,8-diazabicyclo[3.2.1]octane-8-carboxylate (0.26 g) by the method of Example 19 step (i) Yield: 0.8 g The reactants are ClC1=C(C(=C(C=C1OC)OC)Cl)C1=CC2=C(C=N1)C(=NN2C2OCCCC2)C=C (6-(2,6-dichloro-3,5-dimethoxyphenyl)-1-(tetrahydro-2H-pyran-2-yl)-3-vinyl-1H-pyrazolo[4,3-c]pyridine), IC=1C=NN(C1)CCOC1OCCCC1 (4-iodo-1-[2-(tetrahydro-2H-pyran-2-yloxy)ethyl]-1H-pyrazole), O (water), ClCCl (dichloromethane). Reagents/catalysts: C1=CC=C(C=C1)P([C-]2C=CC=C2)C3=CC=CC=C3.C1=CC=C(C=C1)P([C-]2C=CC=C2)C3=CC=CC=C3.Cl[Pd]Cl.[Fe+2] ([1,1′-bis(diphenylphosphino)ferrocene]dichloropalladium(II)). Run in CN(C)C=O (DMF). Conditions: temperature 95 celsius, time 3 hour. The product is ClC1=C(C(=C(C=C1OC)OC)Cl)C1=CC2=C(C=N1)C(=NN2C2OCCCC2)\C=C\C=2C=NN(C2)CCOC2OCCCC2 (6-(2,6-dichloro-3,5-dimethoxyphenyl)-1-(tetrahydro-2H-pyran-2-yl)-3-((E)-2-{1-[2-(tetrahydro-2H-pyran-2-yloxy)ethyl]-1H-pyrazol-4-yl}vinyl)-1H-pyrazolo[4,3-c]pyridine). Yield: 50.9%. As a reaction SMILES: [Cl:1][C:2]1[C:7]([O:8][CH3:9])=[CH:6][C:5]([O:10][CH3:11])=[C:4]([Cl:12])[C:3]=1[C:13]1[N:18]=[CH:17][C:16]2[C:19]([CH:28]=[CH2:29])=[N:20][N:21]([CH:22]3[CH2:27][CH2:26][CH2:25][CH2:24][O:23]3)[C:15]=2[CH:14]=1.I[C:31]1[CH:32]=[N:33][N:34]([CH2:36][CH2:37][O:38][CH:39]2[CH2:44][CH2:43][CH2:42][CH2:41][O:40]2)[CH:35]=1.ClCCl.O>CN(C=O)C.C1C=CC(P(C2C=CC=CC=2)[C-]2C=CC=C2)=CC=1.C1C=CC(P(C2C=CC=CC=2)[C-]2C=CC=C2)=CC=1.Cl[Pd]Cl.[Fe+2]>[Cl:1][C:2]1[C:7]([O:8][CH3:9])=[CH:6][C:5]([O:10][CH3:11])=[C:4]([Cl:12])[C:3]=1[C:13]1[N:18]=[CH:17][C:16]2[C:19](/[CH:28]=[CH:29]/[C:31]3[CH:32]=[N:33][N:34]([CH2:36][CH2:37][O:38][CH:39]4[CH2:44][CH2:43][CH2:42][CH2:41][O:40]4)[CH:35]=3)=[N:20][N:21]([CH:22]3[CH2:27][CH2:26][CH2:25][CH2:24][O:23]3)[C:15]=2[CH:14]=1 |f:5.6.7.8|. Procedure: To a solution of 6-(2,6-dichloro-3,5-dimethoxyphenyl)-1-(tetrahydro-2H-pyran-2-yl)-3-vinyl-1H-pyrazolo[4,3-c]pyridine (0.1 mmol) in DMF (0.5 mL) was added 4-iodo-1-[2-(tetrahydro-2H-pyran-2-yloxy)ethyl]-1H-pyrazole (44 mg, 0.14 mmol), [1,1′-bis(diphenylphosphino)ferrocene]dichloropalladium(II) complexed with dichloromethane (1:1) (7.5 mg, 0.0092 mmol), and water (0.05 mL). The mixture was degassed and sealed. It was stirred at 95° C. for 3 h. After cooling the solid was filtered off, washed with... Reaction conditions: temperature 25 celsius, time 0.5 hour. Reported procedure: 1.65 g (11.9 mmol) of potassium carbonate are added at 25° C. under an argon atmosphere to 0.900 g (4.75 mmol) of 3-methoxycarbonyl-5-methyl-1H-indole in 10 cm3 of dimethyl sulphoxide. After stirring at 25° C. for 0.5 hour, 0.677 cm3 (4.75 mmol) of 1-chloroisoquinoline is added. After stirring at 100° C. for 48 hours, the reaction mixture is cooled and diluted with 100 cm3 of ethyl acetate and then washed with 3 times 50 cm3 of water and 25 cm3 of saturated aqueous sodium chloride solution. The ... RXN SMILES: C(=O)([O-])[O-].[K+].[K+].[CH3:7][O:8][C:9]([C:11]1[C:19]2[C:14](=[CH:15][CH:16]=[C:17]([CH3:20])[CH:18]=2)[NH:13][CH:12]=1)=[O:10].Cl[C:22]1[C:31]2[C:26](=[CH:27][CH:28]=[CH:29][CH:30]=2)[CH:25]=[CH:24][N:23]=1>CS(C)=O.C(OCC)(=O)C>[CH3:7][O:8][C:9]([C:11]1[C:19]2[C:14](=[CH:15][CH:16]=[C:17]([CH3:20])[CH:18]=2)[N:13]([C:22]2[C:31]3[C:26](=[CH:27][CH:28]=[CH:29][CH:30]=3)[CH:25]=[CH:24][N:23]=2)[CH:12]=1)=[O:10] |f:0.1.2|. Run in C(C)(=O)OCC (ethyl acetate), CS(=O)C (dimethyl sulphoxide). The reactants are C([O-])([O-])=O.[K+].[K+] (potassium carbonate), COC(=O)C1=CNC2=CC=C(C=C12)C (3-methoxycarbonyl-5-methyl-1H-indole), ClC1=NC=CC2=CC=CC=C12 (1-chloroisoquinoline). Yields the product COC(=O)C1=CN(C2=CC=C(C=C12)C)C1=NC=CC2=CC=CC=C12 (3-Methoxycarbonyl-1-(isoquinol-1-yl)-5-methyl-1H-indole). Yield: 99.8%. Starting materials: [BH4-], COc1ccc(C=O)cc1OCc1ccccc1, CO, [Na+], O. Product: COc1ccc(CO)cc1OCc1ccccc1. Reaction SMILES: [BH4-:19].[CH2:1]([c:2]1[cH:3][cH:4][cH:5][cH:6][cH:7]1)[O:8][c:9]1[cH:10][c:11]([CH:12]=[O:13])[cH:14][cH:15][c:16]1[O:17][CH3:18].[CH3:22][OH:23].[Na+:20].[OH2:21]>>[CH2:1]([c:2]1[cH:3][cH:4][cH:5][cH:6][cH:7]1)[O:8][c:9]1[cH:10][c:11]([CH2:12][OH:13])[cH:14][cH:15][c:16]1[O:17][CH3:18]. The reactants are CO, CS(=O)(=O)c1ccc(C(CC2CCC(=O)CC2)C(=O)Nc2cnc(Cl)cn2)cc1Cl, Cl, NO, Cc1cccc(C)n1. Yields the product CS(=O)(=O)c1ccc(C(CC2CCC(=NO)CC2)C(=O)Nc2cnc(Cl)cn2)cc1Cl. RXN SMILES: [CH3:34][OH:35].[Cl:4][c:5]1[cH:6][c:7]([CH:15]([C:16](=[O:17])[NH:18][c:19]2[n:20][cH:21][c:22]([Cl:25])[n:23][cH:24]2)[CH2:26][CH:27]2[CH2:28][CH2:29][C:30](=[O:33])[CH2:31][CH2:32]2)[cH:8][cH:9][c:10]1[S:11](=[O:12])(=[O:13])[CH3:14].[ClH:1].[NH2:2][OH:3].[n:36]1[c:37]([CH3:38])[cH:39][cH:40][cH:41][c:42]1[CH3:43]>>[N:2]([OH:3])=[C:30]1[CH2:29][CH2:28][CH:27]([CH2:26][CH:15]([c:7]2[cH:6][c:5]([Cl:4])[c:10]([S:11](=[O:12])(=[O:13])[CH3:14])[cH:9][cH:8]2)[C:16](=[O:17])[NH:18][c:19]2[n:20][cH:21][c:22]([Cl:25])[n:23][cH:24]2)[CH2:32][CH2:31]1. Starting materials: CN(C)CC1=CC2=C(CN(CC2)C(=O)C2=CC=C(C=C2)\C=C\C2=CC=CC=C2)O1 ((E)-N,N-Dimethyl-[6-(4-stilbenecarbonyl)-4,5,6,7-tetrahydrofuro[2,3-c]pyridin-2-ylmethyl]amine), Cl (hydrogen chloride). As a reaction SMILES: [CH3:1][N:2]([CH2:4][C:5]1[O:29][C:8]2[CH2:9][N:10]([C:13]([C:15]3[CH:20]=[CH:19][C:18](/[CH:21]=[CH:22]/[C:23]4[CH:28]=[CH:27][CH:26]=[CH:25][CH:24]=4)=[CH:17][CH:16]=3)=[O:14])[CH2:11][CH2:12][C:7]=2[CH:6]=1)[CH3:3].[ClH:30]>CO.C(OCC)(=O)C>[ClH:30].[CH3:1][N:2]([CH2:4][C:5]1[O:29][C:8]2[CH2:9][N:10]([C:13]([C:15]3[CH:16]=[CH:17][C:18](/[CH:21]=[CH:22]/[C:23]4[CH:24]=[CH:25][CH:26]=[CH:27][CH:28]=4)=[CH:19][CH:20]=3)=[O:14])[CH2:11][CH2:12][C:7]=2[CH:6]=1)[CH3:3] |f:4.5|. The product is Cl.CN(C)CC1=CC2=C(CN(CC2)C(=O)C2=CC=C(C=C2)\C=C\C2=CC=CC=C2)O1 ((E)-N,N-dimethyl-[6-(4-stilbenecarbonyl)-4,5,6,7-tetrahydrofuro[2,3-c]pyridin-2-ylmethyl]amine hydrochloride). Run in CO (methanol), C(C)(=O)OCC (ethyl acetate). Procedure: (E)-N,N-Dimethyl-[6-(4-stilbenecarbonyl)-4,5,6,7-tetrahydrofuro[2,3-c]pyridin-2-ylmethyl]amine 0.153 g was dissolved in 2 ml of methanol; hydrogen chloride in ethyl acetate was added in excess, followed by stirring. This mixture was concentrated; the resulting solid was washed with diethyl ether to yield the desired product.